From a dataset of the Open Reaction Database (ORD), a public repository of structured organic reaction records. describe an organic reaction: reactants, conditions, products, and yield The reactants are CC(C)(C)OC(=O)CBr, CC(C)=O, CC(C)c1cc(O)cc2c1C(=O)N(COC(=O)c1c(Cl)cncc1Cl)S2(=O)=O, [K+], [K+], O=C([O-])[O-]. Yields the product CC(C)c1cc(OCC(=O)OC(C)(C)C)cc2c1C(=O)N(COC(=O)c1c(Cl)cncc1Cl)S2(=O)=O. RXN SMILES: [Br:29][CH2:30][C:31](=[O:32])[O:33][C:34]([CH3:35])([CH3:36])[CH3:37].[CH3:44][C:45](=[O:46])[CH3:47].[Cl:1][c:2]1[cH:3][n:4][cH:5][c:6]([Cl:28])[c:7]1[C:8](=[O:9])[O:10][CH2:11][N:12]1[S:13](=[O:14])(=[O:15])[c:16]2[cH:17][c:18]([OH:27])[cH:19][c:20]([CH:24]([CH3:25])[CH3:26])[c:21]2[C:22]1=[O:23].[K+:38].[K+:39].[O-:40][C:41]([O-:42])=[O:43]>>[Cl:1][c:2]1[cH:3][n:4][cH:5][c:6]([Cl:28])[c:7]1[C:8](=[O:9])[O:10][CH2:11][N:12]1[S:13](=[O:14])(=[O:15])[c:16]2[cH:17][c:18]([O:27][CH2:30][C:31](=[O:32])[O:33][C:34]([CH3:35])([CH3:36])[CH3:37])[cH:19][c:20]([CH:24]([CH3:25])[CH3:26])[c:21]2[C:22]1=[O:23]. The reactants are BrB(Br)Br, CSC, CCOC(C)=O, CCCc1nccc(Oc2ccc(Cl)cc2)c1-c1noc2cc(Cl)c(OC)cc12, CC(Cl)Cl. Product: CCCc1nccc(Oc2ccc(Cl)cc2)c1-c1noc2cc(Cl)c(O)cc12. As a reaction SMILES: [B:33]([Br:34])([Br:35])[Br:36].[CH3:30][S:31][CH3:32].[CH3:41][CH2:42][O:43][C:44](=[O:45])[CH3:46].[Cl:1][c:2]1[cH:3][c:4]2[c:5]([c:6](-[c:9]3[c:10]([CH2:23][CH2:24][CH3:25])[n:11][cH:12][cH:13][c:14]3[O:15][c:16]3[cH:17][cH:18][c:19]([Cl:22])[cH:20][cH:21]3)[n:7][o:8]2)[cH:26][c:27]1[O:28][CH3:29].[Cl:37][CH:38]([Cl:39])[CH3:40]>>[Cl:1][c:2]1[cH:3][c:4]2[c:5]([c:6](-[c:9]3[c:10]([CH2:23][CH2:24][CH3:25])[n:11][cH:12][cH:13][c:14]3[O:15][c:16]3[cH:17][cH:18][c:19]([Cl:22])[cH:20][cH:21]3)[n:7][o:8]2)[cH:26][c:27]1[OH:28]. Starting materials: ClCl (chlorine), [C-]#N.[K+] (potassium cyanide), C(C1OCCCC1)=NO (2-formyltetrahydropyran oxime). The solvent is CO (methanol), C(Cl)Cl (methylene chloride), CCOCC (ether). Conditions: time 24 hour. The product is N(O)=C(C#N)C1OCCCC1 (α-oximino(tetrahydropyran-2-yl)-acetonitrile). The yield is 73.4%. As a reaction SMILES: ClCl.[CH:3](=[N:10][OH:11])[CH:4]1[CH2:9][CH2:8][CH2:7][CH2:6][O:5]1.[C-:12]#[N:13].[K+]>CCOCC.C(Cl)Cl.CO>[N:10](=[C:3]([CH:4]1[CH2:9][CH2:8][CH2:7][CH2:6][O:5]1)[C:12]#[N:13])[OH:11] |f:2.3|. Reported procedure: 7.8 g of chlorine were passed into a cooled solution of 12.9 g of 2-formyltetrahydropyran oxime in 140 ml of ether at below 0° C. Thereafter, the volatile constituents of the reaction mixture were stripped off, the residue was taken up in 200 ml of methylene chloride, and the mixture was kept at room temperature for 24 hours. This liquid was then added dropwise to a suspension, cooled to 10°-15° C., of 6.8 g of potassium cyanide in 75 ml of methanol, and the mixture was stirred for a further 3 h...